This data is from the Open Reaction Database (ORD), a public repository of structured organic reaction records. The task is: describe an organic reaction: reactants, conditions, products, and yield Reported procedure: Under a nitrogen atmosphere in a round bottom flask 2-[(4-chlorophenoxy)methyl]-1-methyl-3-[2-(methoxycarbonyl)ethyl]-1H-indole (0.275 g, 0.771 mmol) was dissolved in 8 ml of dry tetrahydrofuran. To this solution was added 4.0 ml of a 2.0 N lithium hydroxide solution. The reaction mixture was stirred at room temperature overnight. The progress of the reaction was monitored by thin layer chromatography. Run at time 8 hour. Run in O1CCCC1 (tetrahydrofuran). Starting materials: ClC1=CC=C(OCC=2N(C3=CC=CC=C3C2CCC(=O)OC)C)C=C1 (2-[(4-chlorophenoxy)methyl]-1-methyl-3-[2-(methoxycarbonyl)ethyl]-1H-indole), [OH-].[Li+] (lithium hydroxide). Yields the product ClC1=CC=C(OCC=2N(C3=CC=CC=C3C2CCC(=O)O)C)C=C1 (3-{2-[(4-chlorophenoxy)methyl]-1-methyl-1H-indol-3-yl}propanoic acid). Reaction SMILES: [Cl:1][C:2]1[CH:25]=[CH:24][C:5]([O:6][CH2:7][C:8]2[N:9]([CH3:23])[C:10]3[C:15]([C:16]=2[CH2:17][CH2:18][C:19]([O:21]C)=[O:20])=[CH:14][CH:13]=[CH:12][CH:11]=3)=[CH:4][CH:3]=1.[OH-].[Li+]>O1CCCC1>[Cl:1][C:2]1[CH:25]=[CH:24][C:5]([O:6][CH2:7][C:8]2[N:9]([CH3:23])[C:10]3[C:15]([C:16]=2[CH2:17][CH2:18][C:19]([OH:21])=[O:20])=[CH:14][CH:13]=[CH:12][CH:11]=3)=[CH:4][CH:3]=1 |f:1.2|. Starting materials: C(C)(C)(C)OC(NC1=C(C=C(C(=C1)C(F)(F)F)C)N)=O ((2-amino-4-methyl-5-trifluoromethyl-phenyl)-carbamic acid tert-butyl ester), C(C)(C)(C)OC(CC(=O)C1=CC(=CC=C1)C1=NC(=CN=C1)C)=O (3-[3-(6-methyl-pyrazin-2-yl)-phenyl]-3-oxo-propionic acid tert-butyl ester). Yields the product C(C)(C)(C)OC(NC1=C(C=C(C(=C1)C(F)(F)F)C)NC(CC(=O)C1=CC(=CC=C1)C1=NC(=CN=C1)C)=O)=O ((4-Methyl-2-{3-[3-(6-methyl-pyrazin-2-yl)-phenyl]-3-oxo-propionylamino}-5-trifluoromethyl-phenyl)-carbamic acid tert-butyl ester), foam. Yield: 76.0%. As a reaction SMILES: [C:1]([O:5][C:6](=[O:20])[NH:7][C:8]1[CH:13]=[C:12]([C:14]([F:17])([F:16])[F:15])[C:11]([CH3:18])=[CH:10][C:9]=1[NH2:19])([CH3:4])([CH3:3])[CH3:2].C([O:25][C:26](=O)[CH2:27][C:28]([C:30]1[CH:35]=[CH:34][CH:33]=[C:32]([C:36]2[CH:41]=[N:40][CH:39]=[C:38]([CH3:42])[N:37]=2)[CH:31]=1)=[O:29])(C)(C)C>>[C:1]([O:5][C:6](=[O:20])[NH:7][C:8]1[CH:13]=[C:12]([C:14]([F:17])([F:16])[F:15])[C:11]([CH3:18])=[CH:10][C:9]=1[NH:19][C:26](=[O:25])[CH2:27][C:28]([C:30]1[CH:35]=[CH:34][CH:33]=[C:32]([C:36]2[CH:41]=[N:40][CH:39]=[C:38]([CH3:42])[N:37]=2)[CH:31]=1)=[O:29])([CH3:4])([CH3:2])[CH3:3]. Reported procedure: The title compound was prepared from (2-amino-4-methyl-5-trifluoromethyl-phenyl)-carbamic acid tert-butyl ester (Example J23) (290 mg, 1.0 mmol) and 3-[3-(6-methyl-pyrazin-2-yl)-phenyl]-3-oxo-propionic acid tert-butyl ester (Example K16) (312 mg, 1.0 mmol) according to the general procedure M. Obtained as a light brown foam (400 mg, 76%). The reactants are S=c1[nH]c2cccc(Br)c2s1, O=C([O-])[O-], CI, CCOC(C)=O, [K+], [K+], CN(C)C=O. Reaction SMILES: [Br:7][c:8]1[cH:9][cH:10][cH:11][c:12]2[nH:13][c:14](=[S:17])[s:15][c:16]12.[C:1](=[O:2])([O-:3])[O-:4].[CH3:18][I:19].[CH3:20][CH2:21][O:22][C:23]([CH3:24])=[O:25].[K+:5].[K+:6].[O:26]=[CH:27][N:28]([CH3:29])[CH3:30]>>[Br:7][c:8]1[cH:9][cH:10][cH:11][c:12]2[n:13][c:14]([S:17][CH3:20])[s:15][c:16]12. The product is CSc1nc2cccc(Br)c2s1. Reactants: COC([C@H](CC1=CC2=C(O[C@H](CO2)C2=CC=C(C=C2)OCC2=CC(=C(C=C2)Cl)Cl)C=C1)NC(=O)OC(C)(C)C)=O ((S)-2-tert-butoxycarbonylamino-3-{(S)-2-[4-(3,4-dichloro-benzyloxy)-phenyl]-2,3-dihydro-benzo[1,4]dioxin-6-yl}-propionic acid methyl ester), C(C1=CC=CC=C1)(=O)Cl (benzoyl chloride), Cl.Cl.COC([C@H](CC1=CC=C(C=C1)OC1=CC(=NC=C1)C)N)=O ((S)-2-amino-3-[4-(2-methyl-pyridin-4-yloxy)-phenyl]-propionic acid methyl ester dihydrochloride). The product is C(C1=CC=CC=C1)(=O)N1CC=2C=C3C(=CC2C[C@H]1C(=O)N[C@H](C(=O)O)CC1=CC=C(C=C1)OC1=CC(=NC=C1)C)OC[C@@H](O3)C3=CC=C(C=C3)OCC3=CC(=C(C=C3)Cl)Cl ((S)-2-({(3S,8S)-7-Benzoyl-3-[4-(3,4-dichloro-benzyloxy)-phenyl]-2,3,6,7,8,9-hexahydro-[1,4]dioxino[2,3-g]isoquinoline-8-carbonyl}-amino)-3-[4-(2-methyl-pyridin-4-yloxy)-phenyl]-propionic acid). RXN SMILES: CO[C:3](=[O:40])[C@@H:4]([NH:32][C:33](OC(C)(C)C)=O)[CH2:5][C:6]1[CH:31]=[CH:30][C:9]2[O:10][C@@H:11]([C:14]3[CH:19]=[CH:18][C:17]([O:20][CH2:21][C:22]4[CH:27]=[CH:26][C:25]([Cl:28])=[C:24]([Cl:29])[CH:23]=4)=[CH:16][CH:15]=3)[CH2:12][O:13][C:8]=2[CH:7]=1.[C:41](Cl)(=[O:48])[C:42]1[CH:47]=[CH:46][CH:45]=[CH:44][CH:43]=1.Cl.Cl.C[O:53][C:54](=[O:72])[C@@H:55]([NH2:71])[CH2:56][C:57]1[CH:62]=[CH:61][C:60]([O:63][C:64]2[CH:69]=[CH:68][N:67]=[C:66]([CH3:70])[CH:65]=2)=[CH:59][CH:58]=1>>[C:41]([N:32]1[C@H:4]([C:3]([NH:71][C@@H:55]([CH2:56][C:57]2[CH:62]=[CH:61][C:60]([O:63][C:64]3[CH:69]=[CH:68][N:67]=[C:66]([CH3:70])[CH:65]=3)=[CH:59][CH:58]=2)[C:54]([OH:53])=[O:72])=[O:40])[CH2:5][C:6]2[CH:7]=[C:8]3[O:13][CH2:12][C@H:11]([C:14]4[CH:15]=[CH:16][C:17]([O:20][CH2:21][C:22]5[CH:27]=[CH:26][C:25]([Cl:28])=[C:24]([Cl:29])[CH:23]=5)=[CH:18][CH:19]=4)[O:10][C:9]3=[CH:30][C:31]=2[CH2:33]1)(=[O:48])[C:42]1[CH:47]=[CH:46][CH:45]=[CH:44][CH:43]=1 |f:2.3.4|. Reported procedure: The title compound (24 mg) was prepared from (S)-2-tert-butoxycarbonylamino-3-{(S)-2-[4-(3,4-dichloro-benzyloxy)-phenyl]-2,3-dihydro-benzo[1,4]dioxin-6-yl}-propionic acid methyl ester, which was deprotected according to General Procedure C, subjected to General Procedure V, then acylated with benzoyl chloride according to General Procedure F. Hydrolysis followed General Procedure B and the resulting acid and (S)-2-amino-3-[4-(2-methyl-pyridin-4-yloxy)-phenyl]-propionic acid methyl ester dihydroc... Reactants: [Cl-].C(C)OC(=O)C=1N=C(SC1)C1CC[NH2+]CC1 (4-[4-(Ethoxycarbonyl)-1,3-thiazol-2-yl]piperidinium chloride), FC(C1=NN(C=C1)CC(=O)O)(F)F ([3-(trifluoromethyl)-1H-pyrazol-1-yl]acetic acid). The product is FC(C1=NN(C=C1)CC(=O)N1CCC(CC1)C=1SC=C(N1)C(=O)OCC)(F)F (Ethyl 2-(1-{[3-(trifluoromethyl)-1H-pyrazol-1-yl]acetyl}piperidin-4-yl)-1,3-thiazole-4-carboxylate). RXN SMILES: [Cl-].[CH2:2]([O:4][C:5]([C:7]1[N:8]=[C:9]([CH:12]2[CH2:17][CH2:16][NH2+:15][CH2:14][CH2:13]2)[S:10][CH:11]=1)=[O:6])[CH3:3].[F:18][C:19]([F:30])([F:29])[C:20]1[CH:24]=[CH:23][N:22]([CH2:25][C:26](O)=[O:27])[N:21]=1>>[F:30][C:19]([F:18])([F:29])[C:20]1[CH:24]=[CH:23][N:22]([CH2:25][C:26]([N:15]2[CH2:16][CH2:17][CH:12]([C:9]3[S:10][CH:11]=[C:7]([C:5]([O:4][CH2:2][CH3:3])=[O:6])[N:8]=3)[CH2:13][CH2:14]2)=[O:27])[N:21]=1 |f:0.1|. Reported procedure: 4-[4-(Ethoxycarbonyl)-1,3-thiazol-2-yl]piperidinium chloride (VI-1, 5.50 g) is reacted analogously to Example IV-1 with [3-(trifluoromethyl)-1H-pyrazol-1-yl]acetic acid (3.86 g). This gives, after chromatographic purification, ethyl 2-(1-{[3-(trifluoromethyl)-1H-pyrazol-1-yl]acetyl}piperidin-4-yl)-1,3-thiazole-4-carboxylate (5.1 g, 62%). Reactants: FC=1C=C(C=CC1F)[N+](=O)[O-] (3,4-Difluoronitrobenzene), CC1=NNC=N1 (3-methyl-1H-1,2,4-triazole), O.O.O.P(=O)(O)([O-])[O-].[K+].[K+] (di-potassium hydrogen phosphate trihydrate). Isolated yield 36.4%. Run in CS(=O)C (dimethyl sulfoxide). Product: FC1=C(C=CC(=C1)[N+](=O)[O-])N1N=C(N=C1)C (1-(2-Fluoro-4-nitro-phenyl)-3-methyl-1H-[1,2,4]triazole). Reported procedure: 3,4-Difluoronitrobenzene (514 mg, 3.23 mmol), 3-methyl-1H-1,2,4-triazole (325 mg, 3.72 mmol) and di-potassium hydrogen phosphate trihydrate (1.49 g, 6.46 mmol) in 1 dimethyl sulfoxide (5 mL) were stirred for 6 hours at 70° C. The mixture was concentrated in vacuo; the residue was diluted with water and extracted three times with ethyl acetate. The combined organic layers were washed four times with water, twice with brine, dried over magnesium sulfate and evaporated. Column chromatography (30 g ... Reaction SMILES: [F:1][C:2]1[CH:3]=[C:4]([N+:9]([O-:11])=[O:10])[CH:5]=[CH:6][C:7]=1F.[CH3:12][C:13]1[N:17]=[CH:16][NH:15][N:14]=1.O.O.O.P([O-])([O-])(O)=O.[K+].[K+]>CS(C)=O>[F:1][C:2]1[CH:3]=[C:4]([N+:9]([O-:11])=[O:10])[CH:5]=[CH:6][C:7]=1[N:15]1[CH:16]=[N:17][C:13]([CH3:12])=[N:14]1 |f:2.3.4.5.6.7|.